From a dataset of the Open Reaction Database (ORD), a public repository of structured organic reaction records. describe an organic reaction: reactants, conditions, products, and yield Reactants: FC1=C(C=CC(=C1)F)N1C=C(C(C2=CC(=C(C=C12)F)F)=O)C(=O)O (1-(2,4-difluorophenyl)-6,7-difluoro-4-oxo-1,4-dihydro-3-quinolinecarboxylic acid), CON=C1CNCC12CN(C2)C(=O)OC(C)(C)C (t-butyl 8-(methoxyimino)-2,6-diazaspiro[3,4]octane-2-carboxylate), C(C)#N (acetonitrile). Run in C(C)N(CC)CC (triethylamine). Reaction conditions: time 4 hour. Yields the product C(C)(C)(C)OC(=O)N1CC2(C1)CN(CC2=NOC)C2=C(C=C1C(C(=CN(C1=C2)C2=C(C=C(C=C2)F)F)C(=O)O)=O)F (7-[2-(t-butoxycarbonyl)-8-(methoxyimino)-2,6-diazaspiro[3,4]oct -6-yl]-1-(2,4-difluorophenyl)-6-fluoro-4-oxo-1,4-dihydro-3-quinolinecarboxylic acid). The yield is 67.8%. RXN SMILES: [F:1][C:2]1[CH:7]=[C:6]([F:8])[CH:5]=[CH:4][C:3]=1[N:9]1[C:18]2[C:13](=[CH:14][C:15]([F:20])=[C:16](F)[CH:17]=2)[C:12](=[O:21])[C:11]([C:22]([OH:24])=[O:23])=[CH:10]1.[CH3:25][O:26][N:27]=[C:28]1[C:32]2([CH2:35][N:34]([C:36]([O:38][C:39]([CH3:42])([CH3:41])[CH3:40])=[O:37])[CH2:33]2)[CH2:31][NH:30][CH2:29]1.C(#N)C>C(N(CC)CC)C>[C:39]([O:38][C:36]([N:34]1[CH2:35][C:32]2([C:28](=[N:27][O:26][CH3:25])[CH2:29][N:30]([C:16]3[CH:17]=[C:18]4[C:13]([C:12](=[O:21])[C:11]([C:22]([OH:24])=[O:23])=[CH:10][N:9]4[C:3]4[CH:4]=[CH:5][C:6]([F:8])=[CH:7][C:2]=4[F:1])=[CH:14][C:15]=3[F:20])[CH2:31]2)[CH2:33]1)=[O:37])([CH3:42])([CH3:41])[CH3:40]. Reported procedure: 1-(2,4-difluorophenyl)-6,7-difluoro-4-oxo-1,4-dihydro-3-quinolinecarboxylic acid, 120 mg of t-butyl 8-(methoxyimino)-2,6-diazaspiro[3,4]octane-2-carboxylate and 400 mg of Amberlite® IRA-420 were added to 10 ml of acetonitrile and thereto 0.5 ml of triethylamine was added by dropping. The resulting mixture was refluxed for 48 hours and thus precipitated solid was filtered off. To the filtrate 5 ml of ethylether was added and the resulting mixture was stirred for 4 hours. The precipitated solid wa...